Dataset: the Open Reaction Database (ORD), a public repository of structured organic reaction records. Task: describe an organic reaction: reactants, conditions, products, and yield Starting materials: C(C)(=O)OC1=CC(=CC2=CC=C(C=C12)OC)C(=O)OCC (ethyl 4-acetoxy6-methoxy-2-naphthoate), [OH-].[Na+] (sodium hydroxide), OS(=O)(=O)O (H2SO4), Cl (HCl). Solvent: O (water), O (water), C(C)O (ethanol), CO (methanol), O (water). The product is OC1=CC(=CC2=CC=C(C=C12)OC)C(=O)OC (methyl 4-hydroxy-6-methoxy-2-naphthoate). The yield is 67.5%. RXN SMILES: C([O:4][C:5]1[C:14]2[C:9](=[CH:10][CH:11]=[C:12]([O:15][CH3:16])[CH:13]=2)[CH:8]=[C:7]([C:17]([O:19][CH2:20]C)=[O:18])[CH:6]=1)(=O)C.[OH-].[Na+].Cl.OS(O)(=O)=O>O.C(O)C.CO>[OH:4][C:5]1[C:14]2[C:9](=[CH:10][CH:11]=[C:12]([O:15][CH3:16])[CH:13]=2)[CH:8]=[C:7]([C:17]([O:19][CH3:20])=[O:18])[CH:6]=1 |f:1.2|. Reported procedure: A solution of ethyl 4-acetoxy6-methoxy-2-naphthoate (3.0 g, 10.4 mmol) and sodium hydroxide (2.5 g, 62.5 mmol) in water (60 cm3) and ethanol (15 cm3) was maintained at 80-90° C. for 3 hours. The cooled solution was poured into water (400 cm3) and cautiously acidified with c. HCl. The resulting suspension was extracted with EtOAc (5×75 cm3). The combined extracts were dried (Na2SO4) and evaporated to give a pale brown solid. This solid was dissolved in methanol (50 cm3) containing c. H2SO4 (˜1 cm... The product is COc1cc(C(=O)O)c(N)cc1OCc1ccccc1. Starting materials: COc1cc(C(=O)O)c([N+](=O)[O-])cc1OCc1ccccc1, CO. RXN SMILES: [CH2:1]([c:2]1[cH:3][cH:4][cH:5][cH:6][cH:7]1)[O:8][c:9]1[cH:10][c:11]([N+:20]([O-:21])=[O:22])[c:12]([C:13](=[O:14])[OH:15])[cH:16][c:17]1[O:18][CH3:19].[CH3:23][OH:24]>>[CH2:1]([c:2]1[cH:3][cH:4][cH:5][cH:6][cH:7]1)[O:8][c:9]1[cH:10][c:11]([NH2:20])[c:12]([C:13](=[O:14])[OH:15])[cH:16][c:17]1[O:18][CH3:19]. Reactants: O (water), C(C)(=O)NC1=CC=C(C(=N1)C(=O)O)OCC1=CC=CC=C1 (6-acetylamino-3-benzyloxypicolinic acid), CI (methyl iodide), aqueous solution, C(O)([O-])=O.[Na+] (sodium hydrogen carbonate). Run in CN(C)C=O (DMF). Yields the product C(C)(=O)NC1=CC=C(C(=N1)C(=O)OC)OCC1=CC=CC=C1 (methyl 6-acetylamino-3-benzyloxypicolinate). Yield: 90.0%. As a reaction SMILES: [C:1]([NH:4][C:5]1[N:10]=[C:9]([C:11]([OH:13])=[O:12])[C:8]([O:14][CH2:15][C:16]2[CH:21]=[CH:20][CH:19]=[CH:18][CH:17]=2)=[CH:7][CH:6]=1)(=[O:3])[CH3:2].CI.[C:24](=O)([O-])O.[Na+].O>CN(C=O)C>[C:1]([NH:4][C:5]1[N:10]=[C:9]([C:11]([O:13][CH3:24])=[O:12])[C:8]([O:14][CH2:15][C:16]2[CH:21]=[CH:20][CH:19]=[CH:18][CH:17]=2)=[CH:7][CH:6]=1)(=[O:3])[CH3:2] |f:2.3|. Procedure details: 1.5 g (5.2 mmol) of the obtained 6-acetylamino-3-benzyloxypicolinic acid and 1.0 g (7 mmol) of methyl iodide were dissolved in 100 ml of DMF, and 20 ml of an aqueous solution of 0.53 g (6.3 mmol) of sodium hydrogen carbonate was added thereto. The mixture was reacted at 60° C. for 3 hours. The reaction solution was poured into water and extracted with ethyl acetate. The extract was washed with water, dried and concentrated. The crystals thereby obtained was washed with diisopropyl ether to obtai... Isolated yield 80.7%. The product is C(C)(=O)NC=1C(=CC(=C(OC2=C(OCC(=O)OC)C=CC=C2)C1)[N+](=O)[O-])F (methyl [2-(5-acetylamino-4-fluoro-2-nitrophenoxy)phenoxy]acetate). Solvent: CN(C=O)C (N,N-dimethylformamide). Procedure: 3.02 g of N-[2-fluoro-5-(2-hydroxyphenoxy)-4-nitrophenyl]acetamide was dissolved in 20 ml of N,N-dimethylformamide, then, 1.5 g of potassium carbonate was added, and the mixture was stirred for 1 hour at room temperature. Then, 1.6 g of methyl bromoacetate was added at room temperature. The mixture was stirred for 2 hours under the same condition, poured into water, extracted with ethyl acetate, and the organic layer was washed with dilute hydrochloric acid, washed with water, dried over magnesi... RXN SMILES: [F:1][C:2]1[CH:7]=[C:6]([N+:8]([O-:10])=[O:9])[C:5]([O:11][C:12]2[CH:17]=[CH:16][CH:15]=[CH:14][C:13]=2[OH:18])=[CH:4][C:3]=1[NH:19][C:20](=[O:22])[CH3:21].C(=O)([O-])[O-].[K+].[K+].Br[CH2:30][C:31]([O:33][CH3:34])=[O:32].O>CN(C)C=O>[C:20]([NH:19][C:3]1[C:2]([F:1])=[CH:7][C:6]([N+:8]([O-:10])=[O:9])=[C:5]([CH:4]=1)[O:11][C:12]1[CH:17]=[CH:16][CH:15]=[CH:14][C:13]=1[O:18][CH2:30][C:31]([O:33][CH3:34])=[O:32])(=[O:22])[CH3:21] |f:1.2.3|. Conditions: time 1 hour. The reactants are O (water), FC1=C(C=C(C(=C1)[N+](=O)[O-])OC1=C(C=CC=C1)O)NC(C)=O (N-[2-fluoro-5-(2-hydroxyphenoxy)-4-nitrophenyl]acetamide), BrCC(=O)OC (methyl bromoacetate), C([O-])([O-])=O.[K+].[K+] (potassium carbonate). Reactants: CCCCN(CCCC)CCCC, CCOC(C)=O, CC(C)C1OCC(N)CO1, Oc1ccc(Cc2cnc(Cl)c3ccccc23)cn1. Yields the product CC(C)C1OCC(Nc2ncc(Cc3ccc(O)nc3)c3ccccc23)CO1. RXN SMILES: [CH3:30][CH2:31][CH2:32][CH2:33][N:34]([CH2:35][CH2:36][CH2:37][CH3:38])[CH2:39][CH2:40][CH2:41][CH3:42].[CH3:43][CH2:44][O:45][C:46]([CH3:47])=[O:48].[CH:1]([CH3:2])([CH3:3])[CH:4]1[O:5][CH2:6][CH:7]([NH2:10])[CH2:8][O:9]1.[Cl:11][c:12]1[n:13][cH:14][c:15]([CH2:22][c:23]2[cH:24][n:25][c:26]([OH:29])[cH:27][cH:28]2)[c:16]2[cH:17][cH:18][cH:19][cH:20][c:21]12>>[CH:1]([CH3:2])([CH3:3])[CH:4]1[O:5][CH2:6][CH:7]([NH:10][c:12]2[n:13][cH:14][c:15]([CH2:22][c:23]3[cH:24][n:25][c:26]([OH:29])[cH:27][cH:28]3)[c:16]3[cH:17][cH:18][cH:19][cH:20][c:21]23)[CH2:8][O:9]1. The product is FC1=CC=C(C(=O)NC2=CC(=C(C=C2)C)OC2CCN(CC2)C)C=C1 (4-Fluoro-N-[4-methyl-3-(1-methyl-piperidin-4-yloxy)-phenyl]-benzamide). Run in N1=CC=CC=C1 (pyridine), C(Cl)Cl (CH2Cl2). Isolated yield 86.2%. Reaction SMILES: [F:1][C:2]1[CH:10]=[CH:9][C:5]([C:6](Cl)=[O:7])=[CH:4][CH:3]=1.[CH3:11][C:12]1[CH:17]=[CH:16][C:15]([NH2:18])=[CH:14][C:13]=1[O:19][CH:20]1[CH2:25][CH2:24][N:23]([CH3:26])[CH2:22][CH2:21]1>N1C=CC=CC=1.C(Cl)Cl>[F:1][C:2]1[CH:10]=[CH:9][C:5]([C:6]([NH:18][C:15]2[CH:16]=[CH:17][C:12]([CH3:11])=[C:13]([O:19][CH:20]3[CH2:25][CH2:24][N:23]([CH3:26])[CH2:22][CH2:21]3)[CH:14]=2)=[O:7])=[CH:4][CH:3]=1. The reactants are FC1=CC=C(C(=O)Cl)C=C1 (4-fluorobenzoyl chloride), CC1=C(C=C(C=C1)N)OC1CCN(CC1)C (4-Methyl-3-(1-methyl-piperidin-4-yloxy)-phenylamine). Procedure: Add 4-fluorobenzoyl chloride (222 mg, 1.4 mmol) to a solution of 4-Methyl-3-(1-methyl-piperidin-4-yloxy)-phenylamine (preparation 34, 280 mg, 1.27 mmol) in pyridine (10 mL), beat at 55° C. for 20 hr. Remove volatiles in vacuo, dissolve the residue in CH2Cl2, wash with 0.1N NaOH and saturated NaCl solution sequentially, dry over Na2SO4, filter and concentrate to give a residue. Chromatography on a silica gel column eluting with 6% 2M NH3-methanol in CH2Cl2) provides the title compound as a colorl... Conditions: time 20 hour. Starting materials: C1(=CC=CC=C1)C1CC(N1)=O (4-phenyl-2-azetidinone), [H-].[Al+3].[Li+].[H-].[H-].[H-] (lithium aluminium hydride), [Cl-].[NH4+] (ammonium chloride). Solvent: C1CCOC1 (THF). The product is C1(=CC=CC=C1)C1NCC1 (2-Phenyl-azetidine). Reaction SMILES: [C:1]1([CH:7]2[NH:10][C:9](=O)[CH2:8]2)[CH:6]=[CH:5][CH:4]=[CH:3][CH:2]=1.[H-].[Al+3].[Li+].[H-].[H-].[H-].[Cl-].[NH4+]>C1COCC1>[C:1]1([CH:7]2[CH2:8][CH2:9][NH:10]2)[CH:6]=[CH:5][CH:4]=[CH:3][CH:2]=1 |f:1.2.3.4.5.6,7.8|. Procedure details: To 0.5 g (3.4 mmol) 4-phenyl-2-azetidinone in 5 mL anhydrous THF under nitrogen was added a solution of lithium aluminium hydride (1 M in THF, 11.9 mmol) dropwise, and the mixture was heated at reflux for 4 hours. The reaction mixture was cooled to room temperature, 20% aqueous ammonium chloride was added and the mixture was filtered through a pad of celite. The filtrate was extracted with EtOAc (2×10 mL), the organic layers were combined and dried over Na2SO4. After filtration and evaporation o... The reactants are Cl.C(C)(C)(C)OC(=O)C=1SC(=CC1)CCCN (5-(3-amino-propyl)-thiophene-2-carboxylic acid tert-butyl ester hydrochloride), BrC=1C=C(C=CC1)CCC=O (3-(3-bromo-phenyl)-propionaldehyde). Yields the product C(C)(C)(C)OC(=O)C=1SC(=CC1)CCCNCCCC1=CC(=CC=C1)Br (5-(3-{[3-(3-Bromo-phenyl)-propyl]-amino}-propyl)-thiophene-2-carboxylic acid tert-butyl ester). RXN SMILES: Cl.[C:2]([O:6][C:7]([C:9]1[S:10][C:11]([CH2:14][CH2:15][CH2:16][NH2:17])=[CH:12][CH:13]=1)=[O:8])([CH3:5])([CH3:4])[CH3:3].[Br:18][C:19]1[CH:20]=[C:21]([CH2:25][CH2:26][CH:27]=O)[CH:22]=[CH:23][CH:24]=1>>[C:2]([O:6][C:7]([C:9]1[S:10][C:11]([CH2:14][CH2:15][CH2:16][NH:17][CH2:27][CH2:26][CH2:25][C:21]2[CH:22]=[CH:23][CH:24]=[C:19]([Br:18])[CH:20]=2)=[CH:12][CH:13]=1)=[O:8])([CH3:5])([CH3:4])[CH3:3] |f:0.1|. Procedure details: The title compound was prepared from 5-(3-amino-propyl)-thiophene-2-carboxylic acid tert-butyl ester hydrochloride and 3-(3-bromo-phenyl)-propionaldehyde following the method described in Step A of Example 141. 1H NMR (400 MHz, CDCl3) δ 7.50 (d, 1H), 7.28-7.30 (m, 2H), 7.06-7.14 (m, 2H), 6.75 (d, 1H), 2.85 (t, 2H), 2.65-2.78 (m, 4H), 2.60 (t, 2H), 1.92-2.04 (m, 4H), 1.52-1.54 (m, 9H); MS 438 (M+). Reactants: C12CN(CC(CC1)CC2)C(=O)CN2C(C(N=C(C1=C2C=CC=C1)C1=C(C=CC=C1)F)NC(=O)NC1=CC(=CC=C1)C(=O)OC)=O (N-[1-(3-azabicyclo[3.2.2]non-3-yl)carbonylmethyl-2,3-dihydro-5-(2-fluorophenyl)-2-oxo-1H-1,4-benzodiazepin-3-yl]-N'-(3-methoxycarbonylphenyl)urea), [OH-].[Na+] (sodium hydroxide). The solvent is O1CCCC1 (tetrahydrofuran). Run at time 7 hour. The product is C12CN(CC(CC1)CC2)C(=O)CN2C(C(N=C(C1=C2C=CC=C1)C1=C(C=CC=C1)F)NC(=O)NC1=CC(=CC=C1)C(=O)O)=O (N-[1-(3-azabicyclo[3.2.2]non-3-yl)carbonylmethyl-2,3-dihydro-5-(2-fluorophenyl)-2-oxo-1H-1,4-benzodiazepin-3-yl]-N'-(3-carboxyphenyl)urea). The yield is 62.2%. As a reaction SMILES: [CH:1]12[CH2:9][CH2:8][CH:5]([CH2:6][CH2:7]1)[CH2:4][N:3]([C:10]([CH2:12][N:13]1[C:19]3[CH:20]=[CH:21][CH:22]=[CH:23][C:18]=3[C:17]([C:24]3[CH:29]=[CH:28][CH:27]=[CH:26][C:25]=3[F:30])=[N:16][CH:15]([NH:31][C:32]([NH:34][C:35]3[CH:40]=[CH:39][CH:38]=[C:37]([C:41]([O:43]C)=[O:42])[CH:36]=3)=[O:33])[C:14]1=[O:45])=[O:11])[CH2:2]2.[OH-].[Na+]>O1CCCC1>[CH:5]12[CH2:6][CH2:7][CH:1]([CH2:9][CH2:8]1)[CH2:2][N:3]([C:10]([CH2:12][N:13]1[C:19]3[CH:20]=[CH:21][CH:22]=[CH:23][C:18]=3[C:17]([C:24]3[CH:29]=[CH:28][CH:27]=[CH:26][C:25]=3[F:30])=[N:16][CH:15]([NH:31][C:32]([NH:34][C:35]3[CH:40]=[CH:39][CH:38]=[C:37]([C:41]([OH:43])=[O:42])[CH:36]=3)=[O:33])[C:14]1=[O:45])=[O:11])[CH2:4]2 |f:1.2|. Procedure details: A mixture of N-[1-(3-azabicyclo[3.2.2]non-3-yl)carbonylmethyl-2,3-dihydro-5-(2-fluorophenyl)-2-oxo-1H-1,4-benzodiazepin-3-yl]-N'-(3-methoxycarbonylphenyl)urea (312.5 mg) and 0.1N sodium hydroxide (7.7 ml, 1.5 eq. mol) in tetrahydrofuran (20 ml) was refluxed under stirring for 7 hours. After removal of the tetrahydrofuran, the residual aqueous mixture was extracted with ethyl acetate. After the separated aqueous layer was washed with ethyl acetate, it was acidified with diluted hydrochloric acid.... Starting materials: NCCOC1=C(C(=O)N)C=CC=C1 (2-(2-aminoethoxy)-benzamide), ClC1=NC=CN=C1OCC1CO1 (2-chloro-3-(2,3-epoxy-propoxy)-pyrazine). The product is C(N)(=O)C1=C(C=CC=C1)OCCNCC(COC=1C(=NC=CN1)Cl)O (1-[2-(2-carbamoyl-phenyloxy)-ethyl-amino]-3-(2-chloro-3-pyrazinyloxy)-2-propanol). RXN SMILES: [NH2:1][CH2:2][CH2:3][O:4][C:5]1[CH:13]=[CH:12][CH:11]=[CH:10][C:6]=1[C:7]([NH2:9])=[O:8].[Cl:14][C:15]1[C:20]([O:21][CH2:22][CH:23]2[O:25][CH2:24]2)=[N:19][CH:18]=[CH:17][N:16]=1>>[C:7]([C:6]1[CH:10]=[CH:11][CH:12]=[CH:13][C:5]=1[O:4][CH2:3][CH2:2][NH:1][CH2:24][CH:23]([OH:25])[CH2:22][O:21][C:20]1[C:15]([Cl:14])=[N:16][CH:17]=[CH:18][N:19]=1)(=[O:8])[NH2:9]. Procedure details: Analogously to the process described in Example 23, 9.0 g of 2-(2-aminoethoxy)-benzamide and 9.3 g of 2-chloro-3-(2,3-epoxy-propoxy)-pyrazine give 1-[2-(2-carbamoyl-phenyloxy)-ethyl-amino]-3-(2-chloro-3-pyrazinyloxy)-2-propanol, melting point 132°-133° C. The neutral fumaric acid salt prepared therefrom using the calculated amount of fumaric acid crystallises from a mixture of methanol and diethyl ether, melting point 167°-168° C.